Dataset: the Open Reaction Database (ORD), a public repository of structured organic reaction records. Task: describe an organic reaction: reactants, conditions, products, and yield The reactants are C(C)(C)(C)OC(=O)N1CCC2=C(CC1)C(=C(C=C2)Cl)SCC=2C=NC(=CC2)Cl (3-tert-butoxycarbonyl-7-chloro-6-(6-chloropyridin-3-ylmethylthio)-2,3,4,5-tetrahydro-1H-benzo[d]azepine), N1CCCCC1 (piperidine). The product is Cl.ClC1=C(C2=C(CCNCC2)C=C1)SCC=1C=CC(=NC1)N1CCCCC1 (7-Chloro-6-(3,4,5,6-tetrahydro-2H-[1,2′]bipyridinyl-5′-ylmethylthio)-2,3,4,5-tetrahydro-1H-benzo[d]azepine Hydrochloride). As a reaction SMILES: C(OC([N:8]1[CH2:14][CH2:13][C:12]2[C:15]([S:20][CH2:21][C:22]3[CH:23]=[N:24][C:25](Cl)=[CH:26][CH:27]=3)=[C:16]([Cl:19])[CH:17]=[CH:18][C:11]=2[CH2:10][CH2:9]1)=O)(C)(C)C.[NH:29]1[CH2:34][CH2:33][CH2:32][CH2:31][CH2:30]1>>[ClH:19].[Cl:19][C:16]1[CH:17]=[CH:18][C:11]2[CH2:10][CH2:9][NH:8][CH2:14][CH2:13][C:12]=2[C:15]=1[S:20][CH2:21][C:22]1[CH:27]=[CH:26][C:25]([N:29]2[CH2:34][CH2:33][CH2:32][CH2:31][CH2:30]2)=[N:24][CH:23]=1 |f:2.3|. Procedure details: Use a method similar to the Example 369, using 3-tert-butoxycarbonyl-7-chloro-6-(6-chloropyridin-3-ylmethylthio)-2,3,4,5-tetrahydro-1H-benzo[d]azepine and piperidine, to give the title compound as a white solid. MS (ES+) m/z: 388 (M+H)+. As a reaction SMILES: [CH3:1][C:2]1[CH:10]=[C:9]([C:11]([F:14])([F:13])[F:12])[CH:8]=[C:7]([C:15]([F:18])([F:17])[F:16])[C:3]=1[C:4](O)=[O:5].C(Cl)(=O)C([Cl:22])=O>C(Cl)Cl.CN(C=O)C>[CH3:1][C:2]1[CH:10]=[C:9]([C:11]([F:14])([F:13])[F:12])[CH:8]=[C:7]([C:15]([F:18])([F:17])[F:16])[C:3]=1[C:4]([Cl:22])=[O:5]. Procedure details: A solution of 2-methyl-4,6-bis(trifluoromethyl)benzoic acid D52 alternative method (400 mg, approximately 1.47 mmol) in DCM (5 ml), containing DMF (1 drop), was treated with oxalyl chloride (166 ul, 1.91 mmol) and stirred under argon for 1 hour. The solvent was carefully removed under reduced pressure and the residue re-evaporated from further DCM. The mixture of acid chlorides was then treated with methanol (3 ml) and kept at room temperature for 2 hours after which time the solvent was again c... Reagents/catalysts: CN(C)C=O (DMF). The solvent is C(Cl)Cl (DCM). Reaction conditions: time 1 hour. Starting materials: CC1=C(C(=O)O)C(=CC(=C1)C(F)(F)F)C(F)(F)F (2-methyl-4,6-bis(trifluoromethyl)benzoic acid), C(C(=O)Cl)(=O)Cl (oxalyl chloride). Product: CC1=C(C(=O)Cl)C(=CC(=C1)C(F)(F)F)C(F)(F)F (2-Methyl-4,6-bis(trifluoromethyl)benzoyl chloride).